This data is from the Open Reaction Database (ORD), a public repository of structured organic reaction records. The task is: describe an organic reaction: reactants, conditions, products, and yield Starting materials: CC1=C(C(=NC(=N1)N)N)N1CCNCC1 (6-methyl-5-(1-piperazinyl)-2,4-pyrimidinediamine), FC1=CC=C(C#N)C=C1 (4-fluorobenzonitrile), C([O-])([O-])=O.[K+].[K+] (potassium carbonate), ice water. The solvent is CS(=O)C (dimethylsulfoxide). Yields the product C(#N)C1=CC=C(C=C1)N1CCN(CC1)C=1C(=NC(=NC1C)N)N (5-[4-(4-Cyanophenyl)-1-piperazinyl]-6-methyl-2,4-pyrimidinediamine). Yield: 83.8%. RXN SMILES: [CH3:1][C:2]1[N:7]=[C:6]([NH2:8])[N:5]=[C:4]([NH2:9])[C:3]=1[N:10]1[CH2:15][CH2:14][NH:13][CH2:12][CH2:11]1.F[C:17]1[CH:24]=[CH:23][C:20]([C:21]#[N:22])=[CH:19][CH:18]=1.C(=O)([O-])[O-].[K+].[K+]>CS(C)=O>[C:21]([C:20]1[CH:23]=[CH:24][C:17]([N:13]2[CH2:14][CH2:15][N:10]([C:3]3[C:4]([NH2:9])=[N:5][C:6]([NH2:8])=[N:7][C:2]=3[CH3:1])[CH2:11][CH2:12]2)=[CH:18][CH:19]=1)#[N:22] |f:2.3.4|. Reported procedure: A mixture of 12.5 g (0.060 mole of 6-methyl-5-(1-piperazinyl)-2,4-pyrimidinediamine, 7.27 g (0.060 mole) of 4-fluorobenzonitrile, and 8.28 g (0.060 mole) of potassium carbonate was heated at 100° C. for two hours in 100 ml of dimethylsulfoxide. The mixture was then cooled and poured into 500 ml of ice water. The solid which separated was triturated with hot dimethylsulfoxide and then dried in vacuo overnight at 67° C. to give 15.56 g of the product as a white solid, mp>310° C. Reactants: ClC=1C(=NC(=NC1S(=O)C)N)C=1OC=CC1 (5-chloro-4-furan-2-yl-6-methanesulfinyl-pyrimidin-2-yl-amine), M{35Cl} H+, C1(=CC=CC=C1)NCCN (N-phenylethylenediamine), M{37Cl} H+. Run in COCCOC (DME). Yields the product ClC=1C(=NC(=NC1C=1OC=CC1)N)NCCNC1=CC=CC=C1 (5-Chloro-6-furan-2-yl-N4-(2-phenylamino-ethyl)-pyrimidine-2,4-diamine). As a reaction SMILES: [Cl:1][C:2]1[C:3]([C:12]2[O:13][CH:14]=[CH:15][CH:16]=2)=[N:4][C:5]([NH2:11])=[N:6][C:7]=1S(C)=O.[C:17]1([NH:23][CH2:24][CH2:25][NH2:26])[CH:22]=[CH:21][CH:20]=[CH:19][CH:18]=1>COCCOC>[Cl:1][C:2]1[C:7]([NH:26][CH2:25][CH2:24][NH:23][C:17]2[CH:22]=[CH:21][CH:20]=[CH:19][CH:18]=2)=[N:6][C:5]([NH2:11])=[N:4][C:3]=1[C:12]1[O:13][CH:14]=[CH:15][CH:16]=1. Procedure: From 5-chloro-4-furan-2-yl-6-methanesulfinyl-pyrimidin-2-yl-amine and N-phenylethylenediamine in DME. ES-MS m/e (%): 332 (M{37Cl}+H+, 40), 330 (M{35Cl}+H+, 100). Yields the product Cc1[nH]c(=O)c(C#N)cc1-c1ccc2ncc(Cl)n2c1. Reaction SMILES: [CH3:28][N:29]([CH3:30])[CH:31]=[O:32].[Cl:20][N:21]1[C:22](=[O:23])[CH2:24][CH2:25][C:26]1=[O:27].[n:1]1[cH:2][cH:3][n:4]2[c:5]1[cH:6][cH:7][c:8](-[c:10]1[cH:11][c:12]([C:18]#[N:19])[c:13](=[O:17])[nH:14][c:15]1[CH3:16])[cH:9]2>>[n:1]1[cH:2][c:3]([Cl:20])[n:4]2[c:5]1[cH:6][cH:7][c:8](-[c:10]1[cH:11][c:12]([C:18]#[N:19])[c:13](=[O:17])[nH:14][c:15]1[CH3:16])[cH:9]2. Starting materials: CN(C)C=O, O=C1CCC(=O)N1Cl, Cc1[nH]c(=O)c(C#N)cc1-c1ccc2nccn2c1. Starting materials: [Li+].[OH-] (LiOH), C(C)C1=NC(=CC2=CC(=C(C=C12)OC)OC)O (1-ethyl-6,7-dimethoxyisoquinolin-3-ol), 47022, Cl.ClCC=1C=C2C=CC(=NC2=CC1)C (6-(chloromethyl)-2-methylquinolinehydrochloride), Cl.ClCC=1C=C2C=CC(=NC2=CC1)C (6-(Chloromethyl)-2-methylquinoline hydrochloride). Solvent: C1CCOC1 (THF). The product is C(C)C1=NC(=C(C2=CC(=C(C=C12)OC)OC)CC=1C=C2C=CC(=NC2=CC1)C)O (1-ethyl-6,7-dimethoxy-4-((2-methylquinolin-6-yl)methyl)isoquinolin-3-ol). Reaction SMILES: [CH2:1]([C:3]1[C:12]2[C:7](=[CH:8][C:9]([O:15][CH3:16])=[C:10]([O:13][CH3:14])[CH:11]=2)[CH:6]=[C:5]([OH:17])[N:4]=1)[CH3:2].Cl.Cl[CH2:20][C:21]1[CH:22]=[C:23]2[C:28](=[CH:29][CH:30]=1)[N:27]=[C:26]([CH3:31])[CH:25]=[CH:24]2.[Li+].[OH-]>C1COCC1>[CH2:1]([C:3]1[C:12]2[C:7](=[CH:8][C:9]([O:15][CH3:16])=[C:10]([O:13][CH3:14])[CH:11]=2)[C:6]([CH2:20][C:21]2[CH:22]=[C:23]3[C:28](=[CH:29][CH:30]=2)[N:27]=[C:26]([CH3:31])[CH:25]=[CH:24]3)=[C:5]([OH:17])[N:4]=1)[CH3:2] |f:1.2,3.4|. Procedure details: To a solution of 1-ethyl-6,7-dimethoxyisoquinolin-3-ol SLA 47022 (409 mg, 1.7 mmol) in THF (13 mL) in a 20 mL microwave vial equipped with a magnetic stirrer was added a 6-(chloromethyl)-2-methylquinolinehydrochloride SLA 47080B (400 mg, 1.7 mmol) and a 2 N aq. LiOH solution (1.75 mL, 3.5 mmol) and the mixture was stirred at 160° C. for 1.5 h under microwave irradiation. After cooling to RT, THF was removed at 40° C. under vacuum and the residue was taken up in CH2Cl2 (50 mL), washed with brine ... Starting materials: CC(CCN(C=1SC=C(N1)C1=CC=CC=C1)CC1=CC=C(COC2=CC=C(C=C2)CCC(=O)OC)C=C1)C (Methyl 3-{4-[(4-{[(3-methylbutyl)(4-phenyl-1,3-thiazol-2-yl)amino]methyl}benzyl)oxy]phenyl}propanoate), O (water), Cl (hydrochloric acid). Run in CO (methanol), O1CCCC1 (tetrahydrofuran), [OH-].[Na+] (sodium hydroxide). Run at time 1 hour. The product is CC(CCN(C=1SC=C(N1)C1=CC=CC=C1)CC1=CC=C(COC2=CC=C(C=C2)CCC(=O)O)C=C1)C (3-{4-[(4-{[(3-methylbutyl)(4-phenyl-1,3-thiazol-2-yl)amino]methyl}benzyl)oxy]phenyl}propanoic acid). Isolated yield 94.2%. RXN SMILES: [CH3:1][CH:2]([CH3:38])[CH2:3][CH2:4][N:5]([CH2:17][C:18]1[CH:37]=[CH:36][C:21]([CH2:22][O:23][C:24]2[CH:29]=[CH:28][C:27]([CH2:30][CH2:31][C:32]([O:34]C)=[O:33])=[CH:26][CH:25]=2)=[CH:20][CH:19]=1)[C:6]1[S:7][CH:8]=[C:9]([C:11]2[CH:16]=[CH:15][CH:14]=[CH:13][CH:12]=2)[N:10]=1.O.Cl>CO.O1CCCC1.[OH-].[Na+]>[CH3:1][CH:2]([CH3:38])[CH2:3][CH2:4][N:5]([CH2:17][C:18]1[CH:19]=[CH:20][C:21]([CH2:22][O:23][C:24]2[CH:25]=[CH:26][C:27]([CH2:30][CH2:31][C:32]([OH:34])=[O:33])=[CH:28][CH:29]=2)=[CH:36][CH:37]=1)[C:6]1[S:7][CH:8]=[C:9]([C:11]2[CH:12]=[CH:13][CH:14]=[CH:15][CH:16]=2)[N:10]=1 |f:5.6|. Procedure details: Methyl 3-{4-[(4-{[(3-methylbutyl)(4-phenyl-1,3-thiazol-2-yl)amino]methyl}benzyl)oxy]phenyl}propanoate (240 mg) was dissolved in a mixed solvent of methanol (2 mL) and tetrahydrofuran (2 mL), and 2N aqueous sodium hydroxide solution (2 mL) was added. The mixture was stirred at room temperature for 1 hr. The reaction mixture was poured into water, acidified with 1N aqueous hydrochloric acid solution, and extracted with ethyl acetate. The ethyl acetate layer was dried using Presep Dehydration tube ... Reactants: O=C(Cl)C(=O)Cl, CS(C)=O, CC(NC(=O)OC(C)(C)C)C(=O)NC(C(=O)N1CCCC1C(O)c1nccs1)C(C)C. Yields the product CC(NC(=O)OC(C)(C)C)C(=O)NC(C(=O)N1CCCC1C(=O)c1nccs1)C(C)C. RXN SMILES: [C:32]([Cl:33])(=[O:34])[C:35]([Cl:36])=[O:37].[CH3:38][S:39]([CH3:40])=[O:41].[s:1]1[c:2]([CH:6]([CH:7]2[N:8]([C:12]([CH:13]([NH:14][C:15]([CH:16]([NH:17][C:18](=[O:19])[O:20][C:21]([CH3:22])([CH3:23])[CH3:24])[CH3:25])=[O:26])[CH:27]([CH3:28])[CH3:29])=[O:30])[CH2:9][CH2:10][CH2:11]2)[OH:31])[n:3][cH:4][cH:5]1>>[s:1]1[c:2]([C:6]([CH:7]2[N:8]([C:12]([CH:13]([NH:14][C:15]([CH:16]([NH:17][C:18](=[O:19])[O:20][C:21]([CH3:22])([CH3:23])[CH3:24])[CH3:25])=[O:26])[CH:27]([CH3:28])[CH3:29])=[O:30])[CH2:9][CH2:10][CH2:11]2)=[O:31])[n:3][cH:4][cH:5]1. Reactants: N(N)C1=NC=CC(=C1)N(C)C (2-hydrazino-N,N-dimethylpyridin-4-amine), Cl (HCl), O=C1C(CSC1)C(=O)OC (methyl 4-oxotetrahydrothiophene-3-carboxylate), CN(C1=CC(=NC=C1)N1NC2=C(C1=O)CSC2)C (2-[4-(dimethylamino)pyridin-2-yl]-1,2,4,6-tetrahydro-3H-thieno[3,4-c]pyrazol-3-one). The product is Cl.CN(C1=CC(=NC=C1)N1NC2=C(C1=O)CSC2)C (2-[4-(dimethylamino)pyridin-2-yl]-1,2,4,6-tetrahydro-3H-thieno[3,4-c]pyrazol-3-one hydrochloride). RXN SMILES: N(C1C=C(N(C)C)C=CN=1)N.O=C1CSCC1C(OC)=O.[CH3:22][N:23]([CH3:39])[C:24]1[CH:29]=[CH:28][N:27]=[C:26]([N:30]2[C:34](=[O:35])[C:33]3[CH2:36][S:37][CH2:38][C:32]=3[NH:31]2)[CH:25]=1.[ClH:40]>>[ClH:40].[CH3:22][N:23]([CH3:39])[C:24]1[CH:29]=[CH:28][N:27]=[C:26]([N:30]2[C:34](=[O:35])[C:33]3[CH2:36][S:37][CH2:38][C:32]=3[NH:31]2)[CH:25]=1 |f:4.5|. Reported procedure: According to the process described in Example 1, starting with 1.87 g of 2-hydrazino-N,N-dimethylpyridin-4-amine and 1.97 g of methyl 4-oxotetrahydrothiophene-3-carboxylate, 35 mg of 2-[4-(dimethylamino)pyridin-2-yl]-1,2,4,6-tetrahydro-3H-thieno[3,4-c]pyrazol-3-one are obtained. The hydrochloride is prepared by freeze-drying the 35 mg obtained previously, dissolved in 1 mL of 0.1N HCl. The reactants are C1CCOC1, Cc1cccc(OC(C=CS(=O)(=O)c2ccccc2)=Nc2ccc(C)c(C)c2)c1, COC(C)(C)C, [H-], [Na+], OCc1ccccc1. Yields the product Cc1cccc(OC(C=COCc2ccccc2)=Nc2ccc(C)c(C)c2)c1. Reaction SMILES: [CH2:46]1[O:47][CH2:48][CH2:49][CH2:50]1.[CH3:11][c:12]1[cH:13][c:14]([N:19]=[C:20]([CH:21]=[CH:22][S:23]([c:24]2[cH:25][cH:26][cH:27][cH:28][cH:29]2)(=[O:30])=[O:31])[O:32][c:33]2[cH:34][c:35]([CH3:39])[cH:36][cH:37][cH:38]2)[cH:15][cH:16][c:17]1[CH3:18].[CH3:40][O:41][C:42]([CH3:43])([CH3:44])[CH3:45].[H-:9].[Na+:10].[OH:1][CH2:2][c:3]1[cH:4][cH:5][cH:6][cH:7][cH:8]1>>[O:1]([CH2:2][c:3]1[cH:4][cH:5][cH:6][cH:7][cH:8]1)[CH:22]=[CH:21][C:20](=[N:19][c:14]1[cH:13][c:12]([CH3:11])[c:17]([CH3:18])[cH:16][cH:15]1)[O:32][c:33]1[cH:34][c:35]([CH3:39])[cH:36][cH:37][cH:38]1. Reactants: C(=O)(OC(C)(C)C)[C@](C(=O)O)(CN)CC1=CC=CC=C1 (Boc-(S)-3-amino-2-benzylpropionic acid), C(=O)(C(F)(F)F)O (TFA). The solvent is C(Cl)Cl (CH2Cl2). Run at time 3 hour. The product is NC[C@@H](C(=O)O)CC1=CC=CC=C1 ((S)-3-Amino-2-benzyl-propionic acid), C(=O)(C(F)(F)F)O (TFA). As a reaction SMILES: [C:1]([C@@:8]([CH2:14][C:15]1[CH:20]=[CH:19][CH:18]=[CH:17][CH:16]=1)([CH2:12][NH2:13])C(O)=O)([O:3]C(C)(C)C)=[O:2].[C:21]([OH:27])([C:23]([F:26])([F:25])[F:24])=[O:22]>C(Cl)Cl>[NH2:13][CH2:12][C@H:8]([CH2:14][C:15]1[CH:20]=[CH:19][CH:18]=[CH:17][CH:16]=1)[C:1]([OH:3])=[O:2].[C:21]([OH:27])([C:23]([F:26])([F:25])[F:24])=[O:22]. Procedure details: Boc-(S)-3-amino-2-benzylpropionic acid (105 mg, 0.38 mmol, PepTech) was dissolved in TFA (4 mL) and CH2Cl2 (4 mL). The resulting mixture was stirred at room temperature for 3 hours. The volatiles were removed in vacuo and the residue was dissolved again in CH2Cl2 (4 mL). The volatiles were removed again in vacuo to give the title compound as its TFA salt, which was used in the subsequent step without further purification.